describe an organic reaction: reactants, conditions, products, and yield From a dataset of the Open Reaction Database (ORD), a public repository of structured organic reaction records. Reactants: C(C)(C)(C)OC[C@@H](CO)C ((R)-(+)-3-tert. butoxy-2-methyl-1-propanol), C1(=CC=CC=C1)P(C1=CC=CC=C1)C1=CC=CC=C1 (triphenylphosphine), BrN1C(CCC1=O)=O (N-bromosuccinimide). Run in C(Cl)Cl (CH2Cl2). Conditions: time 1 hour. The product is C(C)(C)(C)OC[C@@H](CBr)C ((S)-(+)-3-tert. butoxy-2-methyl1-bromopropane). RXN SMILES: [C:1]([O:5][CH2:6][C@H:7]([CH3:10])[CH2:8]O)([CH3:4])([CH3:3])[CH3:2].C1(P(C2C=CC=CC=2)C2C=CC=CC=2)C=CC=CC=1.[Br:30]N1C(=O)CCC1=O>C(Cl)Cl>[C:1]([O:5][CH2:6][C@H:7]([CH3:10])[CH2:8][Br:30])([CH3:4])([CH3:3])[CH3:2]. Procedure details: A solution of 25.8 g. (0.176 mole) of (R)-(+)-3-tert. butoxy-2-methyl-1-propanol and 50.5 g. (0.193 mole) of triphenylphosphine in 105 ml. of CH2Cl2 was stirred while 32.8 g. (0.184 mole) of N-bromosuccinimide was added in portions, keeping the temperature below 30° C. with occasional ice bath cooling. The resulting solution was stirred at room temperature for one hour then most of the solvent was distilled under a water aspirator pressure using a Vigreaux column. The product was distilled from ... The reactants are O=S1(N=C(NC2=C1C=CC=C2)C2=C(C1=C(N(C2=O)N=CC(C)C)C=CS1)O)=O (6-(1,1-dioxido-4H-1,2,4-benzothiadiazin-3-yl)-7-hydroxy-4-{[2-methylpropylidene]amino}thieno[3,2-b]pyridin-5(4H)-one), CO (methanol), solution, [BH4-].[Li+] (lithium borohydride), Cl (hydrochloric acid). Yields the product O=S1(N=C(NC2=C1C=CC=C2)C2=C(C1=C(N(C2=O)NC2C[C@@H](CCC2)C)C=CS1)O)=O (6-(1,1-dioxido-4H-1,2,4-benzothiadiazin-3-yl)-7-hydroxy-4-{[(3R)-3-methylcyclohexyl]amino}thieno[3,2-b]pyridin-5(4H)-one). The solvent is O1CCCC1 (tetrahydrofuran), O1CCCC1 (tetrahydrofuran), O (water). Conditions: temperature 25 celsius, time 1 hour. Procedure details: The product of Example 269A (0.06 g, 0.13 mmol) in tetrahydrofuran (6 mL) and methanol (0.011 mL, 0.26 mmol) at 0° C. was treated dropwise with a 2.0M solution of lithium borohydride in tetrahydrofuran (0.1 mL, 0.2 mmol). The reaction was stirred at 25° C. for 1 hour, acidified with 1M hydrochloric acid a pH of approximately 2-4, diluted with water (10 mL), and the resulting precipitate was collected by filtration and dried. The crude product was chromatographed on silica gel with 98:2 dichlorom... RXN SMILES: [O:1]=[S:2]1(=[O:28])[C:7]2[CH:8]=[CH:9][CH:10]=[CH:11][C:6]=2[NH:5][C:4]([C:12]2[C:17](=[O:18])[N:16]([N:19]=[CH:20][CH:21]([CH3:23])C)[C:15]3[CH:24]=[CH:25][S:26][C:14]=3[C:13]=2[OH:27])=[N:3]1.CO.[BH4-].[Li+].Cl>O1CCCC1.O>[O:28]=[S:2]1(=[O:1])[C:7]2[CH:8]=[CH:9][CH:10]=[CH:11][C:6]=2[NH:5][C:4]([C:12]2[C:17](=[O:18])[N:16]([NH:19][CH:20]3[CH2:21][CH2:23][CH2:13][C@@H:12]([CH3:17])[CH2:4]3)[C:15]3[CH:24]=[CH:25][S:26][C:14]=3[C:13]=2[OH:27])=[N:3]1 |f:2.3|. Starting materials: FC(C1=NN(C=C1C(=O)Cl)C)F (3-difluoromethyl-1-methyl-1H-pyrazole-4-carbonyl chloride), ClC=1C=C(C=CC1Cl)C1=C(C=CC(=C1)F)N (3′,4′-dichloro-5-fluorobiphenyl-2-ylamine). Solvent: C1(=CC=CC=C1)C (toluene), C1(=CC=CC=C1)C (toluene). Reaction conditions: temperature 85 celsius, time 5 minute. The product is ClC=1C=C(C=CC1Cl)C1=C(C=CC(=C1)F)NC(=O)C=1C(=NN(C1)C)C(F)F (N-(3′,4′-dichloro-5-fluorobiphenyl-2-yl)-3-difluoromethyl-1-methyl-1H-pyrazole-4-carboxamide). RXN SMILES: [F:1][CH:2]([F:12])[C:3]1[C:7]([C:8](Cl)=[O:9])=[CH:6][N:5]([CH3:11])[N:4]=1.[Cl:13][C:14]1[CH:15]=[C:16]([C:21]2[CH:26]=[C:25]([F:27])[CH:24]=[CH:23][C:22]=2[NH2:28])[CH:17]=[CH:18][C:19]=1[Cl:20]>C1(C)C=CC=CC=1>[Cl:13][C:14]1[CH:15]=[C:16]([C:21]2[CH:26]=[C:25]([F:27])[CH:24]=[CH:23][C:22]=2[NH:28][C:8]([C:7]2[C:3]([CH:2]([F:12])[F:1])=[N:4][N:5]([CH3:11])[CH:6]=2)=[O:9])[CH:17]=[CH:18][C:19]=1[Cl:20]. Reported procedure: 5.6 g (0.029 mol, 98% pure) of 3-difluoromethyl-1-methyl-1H-pyrazole-4-carbonyl chloride were dissolved at 25° C. in 10.4 g of toluene. The solution was evacuated to 400 mbar and heated to 85° C. Subsequently, within 5 minutes, 7.8 g (0.030 mol, approx. 92% pure) of 3′,4′-dichloro-5-fluorobiphenyl-2-ylamine, dissolved in 28 g of toluene, were metered in and the reaction mixture was stirred for a further 1 hour. After venting and cooling to 25° C. overnight, the mixture was cooled further to 0° C... The reactants are C(C)(=O)[O-].[K+] (potassium acetate), CC1(OB(OC1(C)C)B1OC(C(O1)(C)C)(C)C)C (4,4,5,5,4′,4′,5′,5′-octamethyl-[2,2′]bi[[1,3,2]dioxaborolanyl]), BrC1=CC=C(C=C1)SCC=1C=NC=CC1 (3-(4-bromo-phenylsulfanylmethyl)-pyridine), C(C)OC(/C(=C/C1CCCC1)/Br)=O ((Z)-2-bromo-3-cyclopentyl-acrylic acid ethyl ester), C([O-])([O-])=O.[Na+].[Na+] (sodium carbonate). The reagents and catalysts are C1=CC=C(C=C1)P([C-]2C=CC=C2)C3=CC=CC=C3.C1=CC=C(C=C1)P([C-]2C=CC=C2)C3=CC=CC=C3.Cl[Pd]Cl.[Fe+2] (dichloro[1,1′-bis(diphenylphosphino)ferrocene]palladium), C1=CC=C(C=C1)P([C-]2C=CC=C2)C3=CC=CC=C3.C1=CC=C(C=C1)P([C-]2C=CC=C2)C3=CC=CC=C3.Cl[Pd]Cl.[Fe+2] (dichloro[1,1′-bis(diphenylphosphino)ferrocene]palladium). Run in CN(C)C=O (DMF). Reaction conditions: temperature 80 celsius, time 2.5 hour. The product is C(C)OC(\C(=C\C1CCCC1)\C1=CC=C(C=C1)SCC=1C=NC=CC1)=O ((E)-3-Cyclopentyl-2-[4-(pyridin-3-ylmethylsulfanyl)-phenyl]-acrylic acid ethyl ester). Yield: 60.5%. Reaction SMILES: C([O-])(=O)C.[K+].CC1(C)C(C)(C)OB(B2OC(C)(C)C(C)(C)O2)O1.Br[C:25]1[CH:30]=[CH:29][C:28]([S:31][CH2:32][C:33]2[CH:34]=[N:35][CH:36]=[CH:37][CH:38]=2)=[CH:27][CH:26]=1.[CH2:39]([O:41][C:42](=[O:51])/[C:43](/Br)=[CH:44]/[CH:45]1[CH2:49][CH2:48][CH2:47][CH2:46]1)[CH3:40].C(=O)([O-])[O-].[Na+].[Na+]>CN(C=O)C.C1C=CC(P(C2C=CC=CC=2)[C-]2C=CC=C2)=CC=1.C1C=CC(P(C2C=CC=CC=2)[C-]2C=CC=C2)=CC=1.Cl[Pd]Cl.[Fe+2]>[CH2:39]([O:41][C:42](=[O:51])/[C:43](/[C:25]1[CH:30]=[CH:29][C:28]([S:31][CH2:32][C:33]2[CH:34]=[N:35][CH:36]=[CH:37][CH:38]=2)=[CH:27][CH:26]=1)=[CH:44]/[CH:45]1[CH2:49][CH2:48][CH2:47][CH2:46]1)[CH3:40] |f:0.1,5.6.7,9.10.11.12|. Procedure details: Following the method of example 6a, reaction of potassium acetate (1.1 g, 10.7 mmol), 4,4,5,5,4′,4′,5′,5′-octamethyl-[2,2′]bi[[1,3,2]dioxaborolanyl] (1 g, 3.9 mmol), dichloro[1,1′-bis(diphenylphosphino)ferrocene]palladium (II) dichloromethane adduct (0.28 g, 0.35 mmol) and 3-(4-bromo-phenylsulfanylmethyl)-pyridine (1 g, 3.6 mmol) in DMF (8.9 ml), stirred for 2.5 h at 80° C., and addition of (Z)-2-bromo-3-cyclopentyl-acrylic acid ethyl ester (1.8 g, 7.1 mmol), dichloro[1,1′-bis(diphenylphosphino)... Product: C(N)(=O)C=1C=C2C(=CC=NC2=CC1OC)OC1=C(C(=C(C=C1)N)C)C (4-(6-Carbamoyl-7-methoxy-4-quinolyl)oxy-2,3-dimethylphenylamine). The reactants are C(N)(=O)C=1C=C2C(=CC=NC2=CC1OC)OC1=C(C(=C(C=C1)[N+](=O)[O-])C)C (6-carbamoyl-4-(2,3-dimethyl-4-nitrophenoxy)-7-methoxyquinoline). As a reaction SMILES: [C:1]([C:4]1[CH:5]=[C:6]2[C:11](=[CH:12][C:13]=1[O:14][CH3:15])[N:10]=[CH:9][CH:8]=[C:7]2[O:16][C:17]1[CH:22]=[CH:21][C:20]([N+:23]([O-])=O)=[C:19]([CH3:26])[C:18]=1[CH3:27])(=[O:3])[NH2:2]>O1CCCC1.CO.[C].[Pd]>[C:1]([C:4]1[CH:5]=[C:6]2[C:11](=[CH:12][C:13]=1[O:14][CH3:15])[N:10]=[CH:9][CH:8]=[C:7]2[O:16][C:17]1[CH:22]=[CH:21][C:20]([NH2:23])=[C:19]([CH3:26])[C:18]=1[CH3:27])(=[O:3])[NH2:2] |f:3.4|. Reagents/catalysts: [C].[Pd] (palladium-carbon). Isolated yield 82.8%. Procedure: The title compound (840 mg) was obtained from 7-methoxy-4-chloroquinoline-6-carboxyamide (890 mg) and 4-nitro-2,3-dimethylphenol (940 mg), in the same manner as Production Example 7. Next, 6-carbamoyl-4-(2,3-dimethyl-4-nitrophenoxy)-7-methoxyquinoline (840 mg) was dissolved in tetrahydrofuran (25 ml) and methanol (25 ml), and the solution was subjected to catalytic reduction with palladium-carbon (840 mg) for 10 hours under a hydrogen atmosphere to obtain the title compound (639 mg). Run in O1CCCC1 (tetrahydrofuran), CO (methanol). Starting materials: ClCCl, CN=C=O, Nc1ccc(Br)cc1C(=O)c1ccccc1. Yields the product CN1C(=O)Nc2ccc(Br)cc2C1(O)c1ccccc1. Reaction SMILES: [CH2:21]([Cl:22])[Cl:23].[CH3:17][N:18]=[C:19]=[O:20].[NH2:1][c:2]1[c:3]([C:4](=[O:5])[c:6]2[cH:7][cH:8][cH:9][cH:10][cH:11]2)[cH:12][c:13]([Br:16])[cH:14][cH:15]1>>[NH:1]1[c:2]2[c:3]([cH:12][c:13]([Br:16])[cH:14][cH:15]2)[C:4]([OH:5])([c:6]2[cH:7][cH:8][cH:9][cH:10][cH:11]2)[N:18]([CH3:17])[C:19]1=[O:20]. Reactants: ester, S(O)(O)(=O)=O (sulphuric acid), BrC1=CC=C(C=C1)O (4-Bromophenol), CC(C(=O)[O-])(C)OC1=CC=C(C=C1)Br (methyl(4-bromophenoxy)propanoate), 11A. The solvent is ice water. Reaction conditions: time 30 minute. Product: BrC=1C=C2C(CCOC2=CC1)=O (6-bromo-4-chromanone). Isolated yield 31.0%. RXN SMILES: [Br:1][C:2]1[CH:7]=[CH:6][C:5]([OH:8])=[CH:4][CH:3]=1.[CH3:9][C:10](OC1C=CC(Br)=CC=1)(C)[C:11]([O-])=[O:12].S(=O)(=O)(O)O>>[Br:1][C:2]1[CH:7]=[C:6]2[C:5](=[CH:4][CH:3]=1)[O:8][CH2:9][CH2:10][C:11]2=[O:12]. Reported procedure: 4-Bromophenol (105 g, 0.61 mole) was converted into methyl(4-bromophenoxy)propanoate by the method referred to in Description 11A. This ester (125 g, 0.48 mole) was then added slowly to concentrated sulphuric acid (500 ml) and the resulting yellow solution stirred at room temperature for 30 minutes. This solution was poured slowly into ice/water (5 liters) and the mixture extracted using ethyl acetate (2×700 ml). The organic solution was washed with 10% sodium carbonate solution (2×300 ml) and b... Starting materials: FC(C)(F)C1=C(C=CC(=C1)F)C1=C(C2=C(S1)C=C(C=C2)O)OC2=CC=C(C=C2)/C=C/C(=O)OC ((E)-methyl 3-(4-((2-(2-(1,1-difluoroethyl)-4-fluorophenyl)-6-hydroxybenzo[b]thiophen-3-yl)oxy)phenyl)acrylate), LiOH monohydrate. Run in C1CCOC1 (THF), O (water). Reaction conditions: time 18 hour. The product is FC(C)(F)C1=C(C=CC(=C1)F)C1=C(C2=C(S1)C=C(C=C2)O)OC2=CC=C(C=C2)/C=C/C(=O)O ((E)-3-(4-((2-(2-(1,1-difluoroethyl)-4-fluorophenyl)-6-hydroxybenzo[b]thiophen-3-yl)oxy)phenyl)acrylic acid). Yield: 69.9%. Reaction SMILES: [F:1][C:2]([C:5]1[CH:10]=[C:9]([F:11])[CH:8]=[CH:7][C:6]=1[C:12]1[S:16][C:15]2[CH:17]=[C:18]([OH:21])[CH:19]=[CH:20][C:14]=2[C:13]=1[O:22][C:23]1[CH:28]=[CH:27][C:26](/[CH:29]=[CH:30]/[C:31]([O:33]C)=[O:32])=[CH:25][CH:24]=1)([F:4])[CH3:3]>C1COCC1.O>[F:1][C:2]([C:5]1[CH:10]=[C:9]([F:11])[CH:8]=[CH:7][C:6]=1[C:12]1[S:16][C:15]2[CH:17]=[C:18]([OH:21])[CH:19]=[CH:20][C:14]=2[C:13]=1[O:22][C:23]1[CH:28]=[CH:27][C:26](/[CH:29]=[CH:30]/[C:31]([OH:33])=[O:32])=[CH:25][CH:24]=1)([F:4])[CH3:3]. Procedure details: To a solution of (E)-methyl 3-(4-((2-(2-(1,1-difluoroethyl)-4-fluorophenyl)-6-hydroxybenzo[b]thiophen-3-yl)oxy)phenyl)acrylate (1.4 g, 2.89) in THF (5 mL) and water (3 mL) was added 56% LiOH monohydrate (371 mg, 8.67 mmol). The resulting mixture was stirred at room temperature for 18 h after which time the reaction was concentrated in vacuo to remove THF and the resulting solution was diluted with water and acidified by addition of HCl (1N aq.), causing a precipitate to crash out. The resulting ... Starting materials: N(=[N+]=[N-])C=1C=C(C(=O)NC2=C(C(=CC(=C2)C(C)(C)C)NS(=O)(=O)C)OC)C=C(C1C)C (3-azido-N-(5-tert-butyl-3-methanesulfonylamino-2-methoxy-phenyl)-4,5-dimethyl-benzamide), C(C#C)(=O)OC (methyl propiolate), O (water). Run in CC(=O)N(C)C (DMA). The product is COC(=O)C=1N=NN(C1)C1=C(C(=CC(=C1)C(NC1=C(C(=CC(=C1)C(C)(C)C)NS(=O)(=O)C)OC)=O)C)C (1-[5-(5-tert-butyl-3-methanesulfonylamino-2-methoxy-phenylcarbamoyl)-2,3-dimethyl-phenyl]-1H-1,2,3-triazole-4-carboxylic acid methyl ester). Yield: 42.7%. As a reaction SMILES: [N:1]([C:4]1[CH:5]=[C:6]([CH:27]=[C:28]([CH3:31])[C:29]=1[CH3:30])[C:7]([NH:9][C:10]1[CH:15]=[C:14]([C:16]([CH3:19])([CH3:18])[CH3:17])[CH:13]=[C:12]([NH:20][S:21]([CH3:24])(=[O:23])=[O:22])[C:11]=1[O:25][CH3:26])=[O:8])=[N+:2]=[N-:3].[C:32]([O:36][CH3:37])(=[O:35])[C:33]#[CH:34].O>CC(N(C)C)=O>[CH3:37][O:36][C:32]([C:33]1[N:3]=[N:2][N:1]([C:4]2[CH:5]=[C:6]([C:7](=[O:8])[NH:9][C:10]3[CH:15]=[C:14]([C:16]([CH3:19])([CH3:18])[CH3:17])[CH:13]=[C:12]([NH:20][S:21]([CH3:24])(=[O:22])=[O:23])[C:11]=3[O:25][CH3:26])[CH:27]=[C:28]([CH3:31])[C:29]=2[CH3:30])[CH:34]=1)=[O:35]. Procedure: A mixture of 0.112 g (0.252 mmol) of 3-azido-N-(5-tert-butyl-3-methanesulfonylamino-2-methoxy-phenyl)-4,5-dimethyl-benzamide and 0.069 mL (0.756 mmol) of methyl propiolate was stirred in 0.5 mL of DMA at 110° C. overnight. The vial was cooled to room temperature, and the contents were poured into stirring water. The precipitate was collected and chromatographed (10–60% EtOAc in hexanes). Fractions containing predominantly the major product were collected and further purified by precipitating fro... The product is O=C1CC23C=CC=CC2C=C1C3. Starting materials: ON=C1CC23C=CC=CC2C=C1C3, CCO, ClC(Cl)Cl, [Na], O. RXN SMILES: [C:1]123[CH2:2][C:3](=[N:12][OH:13])[C:4](=[CH:5][CH:6]1[CH:7]=[CH:8][CH:9]=[CH:10]2)[CH2:11]3.[CH3:16][CH2:17][OH:18].[CH:19]([Cl:20])([Cl:21])[Cl:22].[Na:14].[OH2:15]>>[C:1]123[CH2:2][C:3](=[O:15])[C:4](=[CH:5][CH:6]1[CH:7]=[CH:8][CH:9]=[CH:10]2)[CH2:11]3.